Dataset: the Open Reaction Database (ORD), a public repository of structured organic reaction records. Task: describe an organic reaction: reactants, conditions, products, and yield Reactants: ClCCCl, COCOC, [Cl-], [Cl-], [Cl-], [Cl-], [Ti+4], CSc1ccccc1. Product: CSc1ccc(CCl)cc1. RXN SMILES: [CH2:14]([CH2:15][Cl:16])[Cl:17].[CH3:9][O:10][CH2:11][O:12][CH3:13].[Cl-:18].[Cl-:19].[Cl-:20].[Cl-:21].[Ti+4:22].[c:1]1([S:7][CH3:8])[cH:2][cH:3][cH:4][cH:5][cH:6]1>>[c:1]1([S:7][CH3:8])[cH:2][cH:3][c:4]([CH2:15][Cl:16])[cH:5][cH:6]1. Starting materials: CCNCC, C=O, ClCCl, CCOC(=O)C(C(=O)O)C(C)c1ccc(NC(=O)OC(C)(C)C)nc1, CCOC(C)=O. Yields the product C=C(C(=O)OCC)C(C)c1ccc(NC(=O)OC(C)(C)C)nc1. Reaction SMILES: [CH2:1]([NH:2][CH2:3][CH3:4])[CH3:5].[CH2:31]=[O:32].[CH2:39]([Cl:40])[Cl:41].[CH2:6]([CH3:7])[O:8][C:9]([CH:10]([C:11]([OH:12])=[O:13])[CH:14]([CH3:15])[c:16]1[cH:17][n:18][c:19]([NH:22][C:23](=[O:24])[O:25][C:26]([CH3:27])([CH3:28])[CH3:29])[cH:20][cH:21]1)=[O:30].[CH3:33][CH2:34][O:35][C:36]([CH3:37])=[O:38]>>[CH2:6]([CH3:7])[O:8][C:9]([C:10](=[CH2:11])[CH:14]([CH3:15])[c:16]1[cH:17][n:18][c:19]([NH:22][C:23](=[O:24])[O:25][C:26]([CH3:27])([CH3:28])[CH3:29])[cH:20][cH:21]1)=[O:30]. The reactants are O (water), ClC1=C2C(C=CC(C2=C(C2=C(C=CC=C12)O)O)=O)=O (10-Chloro-8,9-dihydroxy-1,4-anthracenedione), ClC1=C2C(C=CC(C2=C(C2=C(C=CC=C12)O)O)=O)=O (10-Chloro-8,9-dihydroxy-1,4-anthracenedione), O1CCCC1 (tetrahydrofuran). Reagents/catalysts: C(C)(=O)OC(C)=O (Acetic anhydride), N1=CC=CC=C1 (pyridine). Conditions: time 48 hour. Yields the product C(C)(=O)OC=1C=CC=C2C(=C3C(C=CC(C3=C(C12)O)=O)=O)Cl (8-Acetoxy-10-chloro-9-hydroxy-1,4-anthracenedione), solid. Yield: 85.0%. As a reaction SMILES: [Cl:1][C:2]1[C:15]2[C:10](=[C:11]([OH:16])[CH:12]=[CH:13][CH:14]=2)[C:9]([OH:17])=[C:8]2[C:3]=1[C:4](=[O:19])[CH:5]=[CH:6][C:7]2=[O:18].O.[O:21]1CC[CH2:23][CH2:22]1>C(OC(=O)C)(=O)C.N1C=CC=CC=1>[C:22]([O:16][C:11]1[CH:12]=[CH:13][CH:14]=[C:15]2[C:10]=1[C:9]([OH:17])=[C:8]1[C:3]([C:4](=[O:19])[CH:5]=[CH:6][C:7]1=[O:18])=[C:2]2[Cl:1])(=[O:21])[CH3:23]. Procedure: 10-Chloro-8,9-dihydroxy-1,4-anthracenedione (compound 3) (180 mg) was dissolved with stirring in dry tetrahydrofuran (15 ml) at room temperature. Acetic anhydride (20 drops) and pyridine (15 drops) were added to the solution which was then stirred for 48 h. Acidified water was added and the suspension was extracted with dichloromethane. The combined organic layers were dried and evaporated, and the residue was column chromatographed on silica gel 60 (100 g) with chloroform/acetone mixture as the... Starting materials: [Al+3], CCOC(C)=O, Cl, [H-], [H-], [H-], [H-], [Li+], O=C(O)C1CCC(Nc2ccc([N+](=O)[O-])c(C(F)(F)F)c2)CC1, C1CCOC1. Product: O=[N+]([O-])c1ccc(NC2CCC(CO)CC2)cc1C(F)(F)F. RXN SMILES: [Al+3:25].[CH3:36][CH2:37][O:38][C:39](=[O:40])[CH3:41].[ClH:30].[H-:24].[H-:27].[H-:28].[H-:29].[Li+:26].[N+:1](=[O:2])([O-:3])[c:4]1[c:5]([C:20]([F:21])([F:22])[F:23])[cH:6][c:7]([NH:10][CH:11]2[CH2:12][CH2:13][CH:14]([C:17](=[O:18])[OH:19])[CH2:15][CH2:16]2)[cH:8][cH:9]1.[O:31]1[CH2:32][CH2:33][CH2:34][CH2:35]1>>[N+:1](=[O:2])([O-:3])[c:4]1[c:5]([C:20]([F:21])([F:22])[F:23])[cH:6][c:7]([NH:10][CH:11]2[CH2:12][CH2:13][CH:14]([CH2:17][OH:18])[CH2:15][CH2:16]2)[cH:8][cH:9]1. Starting materials: CC(=O)SC1CCN(C(=O)OC(C)(C)C)C1, C[S-], CO, Cl, [Na+]. The product is CC(C)(C)OC(=O)N1CCC(S)C1. Reaction SMILES: [C:1](=[O:2])([CH3:3])[S:4][CH:5]1[CH2:6][N:7]([C:10](=[O:11])[O:12][C:13]([CH3:14])([CH3:15])[CH3:16])[CH2:8][CH2:9]1.[CH3:17][S-:18].[CH3:21][OH:22].[ClH:20].[Na+:19]>>[SH:4][CH:5]1[CH2:6][N:7]([C:10](=[O:11])[O:12][C:13]([CH3:14])([CH3:15])[CH3:16])[CH2:8][CH2:9]1. The reactants are BrCc1cccc2ccccc12, CC#CCO, [Ca+2], [Cl-], [Cl-], CC(Cl)Cl. Product: CC#CCOCc1cccc2ccccc12. As a reaction SMILES: [Br:4][CH2:5][c:6]1[cH:7][cH:8][cH:9][c:10]2[cH:11][cH:12][cH:13][cH:14][c:15]12.[CH2:16]([C:17]#[C:18][CH3:19])[OH:20].[Ca+2:3].[Cl-:1].[Cl-:2].[Cl:21][CH:22]([Cl:23])[CH3:24]>>[CH2:5]([c:6]1[cH:7][cH:8][cH:9][c:10]2[cH:11][cH:12][cH:13][cH:14][c:15]12)[O:20][CH2:16][C:17]#[C:18][CH3:19].